This data is from the Open Reaction Database (ORD), a public repository of structured organic reaction records. The task is: describe an organic reaction: reactants, conditions, products, and yield Starting materials: 261, CC(C)(C)N(C([O-])=O)C[C@H](CC1=CC=CC=C1)NC(=O)C=1SC=C(C1)C1=CN=NN1C (1,1-dimethylethyl[(2S)-2-({[4-(1-methyl-1H-1,2,3-triazol-5-yl)-2-thienyl]carbonyl}amino)-3-phenylpropyl]carbamate), C1CC(=O)N(C1=O)Cl (NCS). Yields the product NC[C@H](CC1CCCCC1)NC(=O)C=1SC=C(C1)C1=C(N=NN1C)Cl (N-[(1S)-2-amino-1-(cyclohexylmethyl)ethyl]-4-(4-chloro-1-methyl-1H-1,2,3-triazol-5-yl)-2-thiophenecarboxamide). Reaction SMILES: CC([N:5]([CH2:9][C@@H:10]([NH:18][C:19]([C:21]1[S:22][CH:23]=[C:24]([C:26]2[N:30]([CH3:31])[N:29]=[N:28][CH:27]=2)[CH:25]=1)=[O:20])[CH2:11][C:12]1[CH:17]=[CH:16][CH:15]=[CH:14][CH:13]=1)C(=O)[O-])(C)C.C1C(=O)N([Cl:39])C(=O)C1>>[NH2:5][CH2:9][C@@H:10]([NH:18][C:19]([C:21]1[S:22][CH:23]=[C:24]([C:26]2[N:30]([CH3:31])[N:29]=[N:28][C:27]=2[Cl:39])[CH:25]=1)=[O:20])[CH2:11][CH:12]1[CH2:17][CH2:16][CH2:15][CH2:14][CH2:13]1. Reported procedure: The title compound was prepared as an off white solid according to the procedure of 261, except substituting 1,1-dimethylethyl[(2S)-2-({[4-(1-methyl-1H-1,2,3-triazol-5-yl)-2-thienyl]carbonyl}amino)-3-cyclohexylpropyl]carbamate (100 mg, 0.22 mmol) for 1,1-dimethylethyl[(2S)-2-({[4-(1-methyl-1H-1,2,3-triazol-5-yl)-2-thienyl]carbonyl}amino)-3-phenylpropyl]carbamate, and the amount of NCS was reduced to leg. LCMS (ES) m/z 382.2 (M+H)+, 1H NMR (400 MHz, METHANOL-d4) δppm 8.15 (d, J=1 Hz, 1H), 8.08 (d... The reactants are COC(=O)c1c(C)cc(Br)cc1CBr, CCOC(C)=O, Cc1ccccc1, CCCCCC, [K+], [K+], O=C([O-])[O-], NCc1ccc(Oc2ccccc2)cc1. Yields the product Cc1cc(Br)cc2c1C(=O)N(Cc1ccc(Oc3ccccc3)cc1)C2. As a reaction SMILES: [CH3:1][O:2][C:3]([c:4]1[c:5]([CH2:12][Br:13])[cH:6][c:7]([Br:11])[cH:8][c:9]1[CH3:10])=[O:14].[CH3:36][CH2:37][O:38][C:39](=[O:40])[CH3:41].[CH3:42][c:43]1[cH:44][cH:45][cH:46][cH:47][cH:48]1.[CH3:49][CH2:50][CH2:51][CH2:52][CH2:53][CH3:54].[K+:30].[K+:31].[O-:32][C:33]([O-:34])=[O:35].[O:15]([c:16]1[cH:17][cH:18][cH:19][cH:20][cH:21]1)[c:22]1[cH:23][cH:24][c:25]([CH2:26][NH2:27])[cH:28][cH:29]1>>[C:3]1(=[O:14])[c:4]2[c:5]([cH:6][c:7]([Br:11])[cH:8][c:9]2[CH3:10])[CH2:12][N:27]1[CH2:26][c:25]1[cH:24][cH:23][c:22]([O:15][c:16]2[cH:17][cH:18][cH:19][cH:20][cH:21]2)[cH:29][cH:28]1. Starting materials: C(C)(C)N(C(C)C)CC (N,N-diisopropylethylamine), COCCl (chloromethyl methyl ether), OC1=C(C=O)C=CC=C1OC (2-Hydroxy-3-methoxybenzaldehyde). The reagents and catalysts are CN(C1=CC=NC=C1)C (4-dimethylaminopyridine). Solvent: ClCCl (dichloromethane), C(C)(=O)OCC (ethyl acetate), Cl (HCl). Run at time 8 hour. The product is COC=1C(=C(C=O)C=CC1)OCOC (3-methoxy-2-(methoxymethoxy)benzaldehyde). Isolated yield 80.7%. As a reaction SMILES: [OH:1][C:2]1[C:9]([O:10][CH3:11])=[CH:8][CH:7]=[CH:6][C:3]=1[CH:4]=[O:5].C(N(CC)C(C)C)(C)C.[CH3:21][O:22][CH2:23]Cl>ClCCl.CN(C)C1C=CN=CC=1.C(OCC)(=O)C.Cl>[CH3:11][O:10][C:9]1[C:2]([O:1][CH2:21][O:22][CH3:23])=[C:3]([CH:6]=[CH:7][CH:8]=1)[CH:4]=[O:5]. Procedure: 2-Hydroxy-3-methoxybenzaldehyde (90 mg, 0.59 mmol) was placed in a 20 mL reaction vessel, and dissolved in 1.8 mL of dry dichloromethane. To the solution were added N,N-diisopropylethylamine (0.30 mL, 1.7 mmol), 4-dimethylaminopyridine (9 mg, 0.07 mmol), and chloromethyl methyl ether (112 μL, 1.48 mmol). After being stirred at room temperature overnight, the reaction mixture was diluted with 30 mL of ethyl acetate and 7 mL of 1N HCl, and extracted. The extract was washed with 1N HCl, saturated N... Conditions: time 1 hour. RXN SMILES: Br[C:2]1[CH:7]=[CH:6][C:5]([CH2:8][CH2:9][CH2:10][CH3:11])=[CH:4][CH:3]=1.[CH3:12][C:13]([OH:17])([CH3:16])[C:14]#[CH:15]>C(N(CC)CC)C.Cl[Pd](Cl)([P](C1C=CC=CC=1)(C1C=CC=CC=1)C1C=CC=CC=1)[P](C1C=CC=CC=1)(C1C=CC=CC=1)C1C=CC=CC=1.[Cu]I.C1(P(C2C=CC=CC=2)C2C=CC=CC=2)C=CC=CC=1>[CH3:12][C:13]([OH:17])([CH3:16])[C:14]#[C:15][C:2]1[CH:7]=[CH:6][C:5]([CH2:8][CH2:9][CH2:10][CH3:11])=[CH:4][CH:3]=1 |^1:27,46|. Solvent: C(C)N(CC)CC (triethylamine). Yield: 41.9%. Procedure: 1-Bromo-4-butylbenzene (235 g), 3-methyl-1-butyne-3-ol (139 g), triphenylphosphine (4.8 g) and bis(triphenylphosphine)palladium(II) chloride (2.8 g) were dissolved in triethylamine (1,000 ml), and then copper(I) iodide (0.8 g) was added thereto. After stirring at room temperature for 1 hour, the reaction mixture was further stirred at 90° C. for 5 hours. The resulting precipitated crystals were filtered, and then triethylamine was distilled off therefrom, followed by extracting with chloroform. ... The reagents and catalysts are [Cu]I (copper(I) iodide), Cl[Pd]([P](C1=CC=CC=C1)(C2=CC=CC=C2)C3=CC=CC=C3)([P](C4=CC=CC=C4)(C5=CC=CC=C5)C6=CC=CC=C6)Cl (bis(triphenylphosphine)palladium(II) chloride), C1(=CC=CC=C1)P(C1=CC=CC=C1)C1=CC=CC=C1 (triphenylphosphine). Starting materials: BrC1=CC=C(C=C1)CCCC (1-Bromo-4-butylbenzene), CC(C#C)(C)O (3-methyl-1-butyne-3-ol). The product is CC(C#CC1=CC=C(C=C1)CCCC)(C)O (3-methyl-1-(4'-butylphenyl)-1-butyne-3-ol).